From a dataset of the Open Reaction Database (ORD), a public repository of structured organic reaction records. describe an organic reaction: reactants, conditions, products, and yield Isolated yield 64.0%. Yields the product OCC=1C=C(OCC(CNC2CCN(CC2)C=2C3=C(N=CN2)SC=C3C3=CC=CC=C3)O)C=CC1 (1-(3-(hydroxymethyl)phenoxy)-3-(1-(5-phenylthieno[2,3-d]pyrimidin-4-yl)piperidin-4-ylamino)propan-2-ol). Reactants: O1C(C1)COC=1C=C(C=CC1)CO ((3-(oxiran-2-ylmethoxy)phenyl)methanol), C1(=CC=CC=C1)C1=CSC=2N=CN=C(C21)N2CCC(CC2)N (1-(5-phenylthieno[2,3-d]pyrimidin-4-yl)piperidin-4-amine). RXN SMILES: [O:1]1[CH2:3][CH:2]1[CH2:4][O:5][C:6]1[CH:7]=[C:8]([CH2:12][OH:13])[CH:9]=[CH:10][CH:11]=1.[C:14]1([C:20]2[C:28]3[C:27]([N:29]4[CH2:34][CH2:33][CH:32]([NH2:35])[CH2:31][CH2:30]4)=[N:26][CH:25]=[N:24][C:23]=3[S:22][CH:21]=2)[CH:19]=[CH:18][CH:17]=[CH:16][CH:15]=1>>[OH:13][CH2:12][C:8]1[CH:7]=[C:6]([CH:11]=[CH:10][CH:9]=1)[O:5][CH2:4][CH:2]([OH:1])[CH2:3][NH:35][CH:32]1[CH2:33][CH2:34][N:29]([C:27]2[C:28]3[C:20]([C:14]4[CH:19]=[CH:18][CH:17]=[CH:16][CH:15]=4)=[CH:21][S:22][C:23]=3[N:24]=[CH:25][N:26]=2)[CH2:30][CH2:31]1. Procedure details: Synthesis followed SP6 (4 h), using 150 μmol (3-(oxiran-2-ylmethoxy)phenyl)methanol and 1-(5-phenylthieno[2,3-d]pyrimidin-4-yl)piperidin-4-amine to give the title compound with 64% yield upon purification by prep. HPLC (reversed phase). Starting materials: CC(C)(C)N1CC(O)CC1C(=O)NC(=O)OCc1ccccc1, CCO. Yields the product CC(C)(C)N1CC(O)CC1C(N)=O. Reaction SMILES: [CH2:1]([O:2][C:3](=[O:4])[NH:11][C:12]([CH:13]1[N:14]([C:19]([CH3:20])([CH3:21])[CH3:22])[CH2:15][CH:16]([OH:18])[CH2:17]1)=[O:23])[c:5]1[cH:6][cH:7][cH:8][cH:9][cH:10]1.[CH3:24][CH2:25][OH:26]>>[NH2:11][C:12]([CH:13]1[N:14]([C:19]([CH3:20])([CH3:21])[CH3:22])[CH2:15][CH:16]([OH:18])[CH2:17]1)=[O:23]. The reactants are crude material, CN(CC(=O)N1CCCC2=CC(=C(C=C12)NC=1N=C(C2=C(N1)N(C=C2)S(=O)(=O)C2=CC=C(C=C2)C)NC2=CC=C(C(=C2C(=O)NC(C)C)F)F)OC)C (6-({2-{[1-(N,N-dimethylglycyl)-6-(methyloxy)-1,2,3,4-tetrahydro-7-quinolinyl]amino}-7-[(4-methylphenyl)sulfonyl]-7H-pyrrolo[2,3-d]pyrimidin-4-yl}amino)-2,3-difluoro-N-(1-methylethyl)benzamide), [OH-].[Na+] (NaOH), CN(CC(=O)N1CCCC2=CC(=C(C=C12)NC1=NC2=C(C3=NC4=CC=C(C(=C4C(N31)=O)F)F)C=CN2S(=O)(=O)C2=CC=C(C=C2)C)OC)C (5-{[1-(N,N-dimethylglycyl)-6-(methyloxy)-1,2,3,4-tetrahydro-7-quinolinyl]amino}-8,9-difluoro-3-[(4-methylphenyl)sulfonyl]pyrrolo[2′,3′:4,5]pyrimido[6,1-b]quinazolin-7(3H)-one), CC(C)N ((1-methylethyl)amine). The solvent is O1CCOCC1 (1,4-dioxane), C(C)(=O)OCC (ethyl acetate), C(C)(=O)OCC (ethyl acetate), O (Water), C1CCOC1 (THF). Conditions: time 2 hour. The product is CN(CC(=O)N1CCCC2=CC(=C(C=C12)NC1=NC(=C2C(N1)=NC=C2)NC2=CC=C(C(=C2C(=O)NC(C)C)F)F)OC)C (6-[(2-{[1-(N,N-dimethylglycyl)-6-(methyloxy)-1,2,3,4-tetrahydro-7-quinolinyl]amino}-1H-pyrrolo[2,3-d]pyrimidin-4-yl)amino]-2,3-difluoro-N-(1-methylethyl)benzamide). Reaction SMILES: CN(C)CC(N1C2C(=CC(OC)=C(NC3N4C(=NC5C(C4=O)=C(F)C(F)=CC=5)C4C=CN(S(C5C=CC(C)=CC=5)(=O)=O)C=4N=3)C=2)CCC1)=O.CC(N)C.[CH3:54][N:55]([CH3:106])[CH2:56][C:57]([N:59]1[C:68]2[C:63](=[CH:64][C:65]([O:104][CH3:105])=[C:66]([NH:69][C:70]3[N:71]=[C:72]([NH:89][C:90]4[C:95]([C:96]([NH:98][CH:99]([CH3:101])[CH3:100])=[O:97])=[C:94]([F:102])[C:93]([F:103])=[CH:92][CH:91]=4)[C:73]4[CH:78]=[CH:77][N:76](S(C5C=CC(C)=CC=5)(=O)=O)[C:74]=4[N:75]=3)[CH:67]=2)[CH2:62][CH2:61][CH2:60]1)=[O:58].[OH-].[Na+]>C1COCC1.C(OCC)(=O)C.O1CCOCC1.O>[CH3:106][N:55]([CH3:54])[CH2:56][C:57]([N:59]1[C:68]2[C:63](=[CH:64][C:65]([O:104][CH3:105])=[C:66]([NH:69][C:70]3[NH:75][C:74]4=[N:76][CH:77]=[CH:78][C:73]4=[C:72]([NH:89][C:90]4[C:95]([C:96]([NH:98][CH:99]([CH3:101])[CH3:100])=[O:97])=[C:94]([F:102])[C:93]([F:103])=[CH:92][CH:91]=4)[N:71]=3)[CH:67]=2)[CH2:62][CH2:61][CH2:60]1)=[O:58] |f:3.4|. Procedure: To a solution of 5-{[1-(N,N-dimethylglycyl)-6-(methyloxy)-1,2,3,4-tetrahydro-7-quinolinyl]amino}-8,9-difluoro-3-[(4-methylphenyl)sulfonyl]pyrrolo[2′,3′:4,5]pyrimido[6,1-b]quinazolin-7(3H)-one (300 mg, 0.436 mmol) in THF (5 mL) was added (1-methylethyl)amine (1.4 mL, 17.44 mmol). The resulting mixture was let stir at rt for 2 h at which time it was diluted with ethyl acetate and washed with water and a saturated brine solution. Organics were dried over sodium sulfate and solvents removed under re... Product: BrCCCCCC(=O)C=1C=C2CCC(N3C2=C(C1)CC3)=O (8-(6-Bromohexanoyl)-1,2,5,6-tetrahydro-4H-pyrrolo[3,2,1-ij]quinolin-4-one). Starting materials: C1CN2C(CCC3=CC=CC1=C23)=O (1,2,5,6-tetrahydro-4H-pyrrolo[3,2,1-ij]quinolin-4-one), BrCCCCCC(=O)Cl (6-bromohexanoyl chloride). Procedure: Using 1,2,5,6-tetrahydro-4H-pyrrolo[3,2,1-ij]quinolin-4-one (3.00 g) and 6-bromohexanoyl chloride (2.91 ml) according to the same method as that of Reference Example 1, the title compound (3.94 g) was obtained as white crystals having a melting point of 97 to 98° C. Reaction SMILES: [CH2:1]1[C:11]2=[C:12]3[C:7](=[CH:8][CH:9]=[CH:10]2)[CH2:6][CH2:5][C:4](=[O:13])[N:3]3[CH2:2]1.[Br:14][CH2:15][CH2:16][CH2:17][CH2:18][CH2:19][C:20](Cl)=[O:21]>>[Br:14][CH2:15][CH2:16][CH2:17][CH2:18][CH2:19][C:20]([C:9]1[CH:8]=[C:7]2[C:12]3=[C:11]([CH2:1][CH2:2][N:3]3[C:4](=[O:13])[CH2:5][CH2:6]2)[CH:10]=1)=[O:21]. Starting materials: C(C1=CC=CC=C1)(C1=CC=CC=C1)OC(=O)C=1N2C(C(C2SCC1C=COS(=O)(=O)C1=CC=C(C)C=C1)NC(C(C=1N=C(SC1)NC(C1=CC=CC=C1)(C1=CC=CC=C1)C1=CC=CC=C1)=NOC)=O)=O (2-Benzhydryloxycarbonyl-7-[2-methoxyimino-2-(2-tritylamino-thiazol-4-yl)-acetamido]-8-oxo-3-(2-tosyloxyvinyl)-5-thia-1-aza-bicyclo[4.2.0]oct-2-ene). The solvent is C(=O)O (formic acid). Reaction conditions: temperature 50 celsius. The product is NC=1SC=C(N1)C(C(=O)NC1C2SCC(=C(N2C1=O)C(=O)O)C=COS(=O)(=O)C1=CC=C(C)C=C1)=NOC (7-[2-(2-Amino-thiazol-4-yl)-2-methoxyimino-acetamido]-2-carboxy-8-oxo-3-(2-tosyloxyvinyl)-5-thia-1-aza-bicyclo[4.2.0]oct-2-ene). The yield is 85.2%. RXN SMILES: C([O:14][C:15]([C:17]1[N:18]2[CH:21]([S:22][CH2:23][C:24]=1[CH:25]=[CH:26][O:27][S:28]([C:31]1[CH:37]=[CH:36][C:34]([CH3:35])=[CH:33][CH:32]=1)(=[O:30])=[O:29])[CH:20]([NH:38][C:39](=[O:69])[C:40](=[N:66][O:67][CH3:68])[C:41]1[N:42]=[C:43]([NH:46]C(C3C=CC=CC=3)(C3C=CC=CC=3)C3C=CC=CC=3)[S:44][CH:45]=1)[C:19]2=[O:70])=[O:16])(C1C=CC=CC=1)C1C=CC=CC=1>C(O)=O>[NH2:46][C:43]1[S:44][CH:45]=[C:41]([C:40](=[N:66][O:67][CH3:68])[C:39]([NH:38][CH:20]2[C:19](=[O:70])[N:18]3[CH:21]2[S:22][CH2:23][C:24]([CH:25]=[CH:26][O:27][S:28]([C:31]2[CH:32]=[CH:33][C:34]([CH3:35])=[CH:36][CH:37]=2)(=[O:29])=[O:30])=[C:17]3[C:15]([OH:16])=[O:14])=[O:69])[N:42]=1. Procedure details: 2-Benzhydryloxycarbonyl-7-[2-methoxyimino-2-(2-tritylamino-thiazol-4-yl)-acetamido]-8-oxo-3-(2-tosyloxyvinyl)-5-thia-1-aza-bicyclo[4.2.0]oct-2-ene (syn isomer, E-form) (1.5 g) is dissolved in a mixture of formic acid (30 cc) and distilled water (10 cc). The solution is heated at 50° C. for 30 minutes. After it has cooled, the precipitate is filtered off and the filtrate is concentrated to dryness under reduced pressure (10 mm Hg) at 30° C. The residue is triturated with diethyl ether (50 cc). Th... The reactants are BrC=1C=NC=C(C1)Br (3,5-Dibromopyridine), C1(=CC=CC=C1)O (phenol), C([O-])([O-])=O.[K+].[K+] (potassium carbonate), O (water). The reagents and catalysts are [Cu] (copper bronze). The solvent is CN(C=O)C (N,N-dimethylformamide), CCCCCC (hexane), C(C)OCC (diethyl ether). Yields the product BrC=1C=NC=C(C1)OC1=CC=CC=C1 (3-bromo-5-phenoxypyndine). Reaction SMILES: Br[C:2]1[CH:3]=[N:4][CH:5]=[C:6]([Br:8])[CH:7]=1.[C:9]1([OH:15])[CH:14]=[CH:13][CH:12]=[CH:11][CH:10]=1.C(=O)([O-])[O-].[K+].[K+].O>CN(C)C=O.[Cu].C(OCC)C.CCCCCC>[Br:8][C:6]1[CH:5]=[N:4][CH:3]=[C:2]([O:15][C:9]2[CH:14]=[CH:13][CH:12]=[CH:11][CH:10]=2)[CH:7]=1 |f:2.3.4|. Procedure: 3,5-Dibromopyridine (4.74 g), phenol (1.88 g), anhydrous potassium carbonate (3.04 g), copper bronze (0.1 g) in dry N,N-dimethylformamide (20 ml) were stirred under an atmosphere of nitrogen at 145–150° C. for 4.25 hours then cooled and poured into water. The mixture was extracted with diethyl ether (three times), the extracts were combined, washed with water (three times) then dried over magnesium sulphate and evaporated under reduced pressure to give an oil. The oil was fractionated by chromat... Starting materials: NCCSCC1=NC=CC(=C1)OC (2-(2-aminoethylthiomethyl)-4-methoxypyridine), CSC(=C[N+](=O)[O-])S(=O)C (1-methylthio-1-methylsulphinyl-2-nitroethylene). Solvent: CO (methanol), CO (methanol). Conditions: time 8 hour. The product is O.CSC(=C[N+](=O)[O-])NCCSCC1=NC=CC(=C1)OC (1-methylthio-1-[2-(4-methoxy-2-pyridylmethylthio)ethylamino]-2-nitroethylene monohydrate). Yield: 110.2%. RXN SMILES: [NH2:1][CH2:2][CH2:3][S:4][CH2:5][C:6]1[CH:11]=[C:10]([O:12][CH3:13])[CH:9]=[CH:8][N:7]=1.[CH3:14][S:15][C:16](S(C)=O)=[CH:17][N+:18]([O-:20])=[O:19]>CO>[OH2:12].[CH3:14][S:15][C:16]([NH:1][CH2:2][CH2:3][S:4][CH2:5][C:6]1[CH:11]=[C:10]([O:12][CH3:13])[CH:9]=[CH:8][N:7]=1)=[CH:17][N+:18]([O-:20])=[O:19] |f:3.4|. Procedure: A solution of 2-(2-aminoethylthiomethyl)-4-methoxypyridine (3.28 g) in methanol (40 cc) was added over 70 minutes to a stirred solution of 1-methylthio-1-methylsulphinyl-2-nitroethylene (3.01 g) in methanol (200 cc) at 30°. The mixture was allowed to stand overnight at room temperature and was evaporated to an oil which was crystallised from aqueous ethanol to give 1-methylthio-1-[2-(4-methoxy-2-pyridylmethylthio)ethylamino]-2-nitroethylene monohydrate (3.04 g) m.p. 52.5°-54.5°.